This data is from the Open Reaction Database (ORD), a public repository of structured organic reaction records. The task is: describe an organic reaction: reactants, conditions, products, and yield Starting materials: C(C)[SiH](CC)CC (triethylsilane), FC(C(=O)O)(F)F (trifluoroacetic acid), C(C)(C)(C)OC(COCCN(C)S(=O)(=O)C1=C(C(=C(C=C1C)OC)C)C)=O ({2-[(4-methoxy-2,3,6-trimethylbenzenesulfonyl)-methylamino]-ethoxy}-acetic acid tert-butyl ester). Conditions: time 5 hour. Yields the product COC1=C(C(=C(C(=C1)C)S(=O)(=O)N(CCOCC(=O)O)C)C)C ({2-[(4-Methoxy-2,3,6-trimethylbenzenesulfonyl)-methylamino]-ethoxy}-acetic Acid). Reaction SMILES: C([SiH](CC)CC)C.FC(F)(F)C(O)=O.C([O:19][C:20](=[O:41])[CH2:21][O:22][CH2:23][CH2:24][N:25]([S:27]([C:30]1[C:35]([CH3:36])=[CH:34][C:33]([O:37][CH3:38])=[C:32]([CH3:39])[C:31]=1[CH3:40])(=[O:29])=[O:28])[CH3:26])(C)(C)C>>[CH3:38][O:37][C:33]1[CH:34]=[C:35]([CH3:36])[C:30]([S:27]([N:25]([CH3:26])[CH2:24][CH2:23][O:22][CH2:21][C:20]([OH:41])=[O:19])(=[O:28])=[O:29])=[C:31]([CH3:40])[C:32]=1[CH3:39]. Procedure details: First triethylsilane (1.12 g, 1.54 ml, 9.6 mmol) and then trifluoroacetic acid (5 ml) were added to a solution of {2-[(4-methoxy-2,3,6-trimethylbenzenesulfonyl)-methylamino]-ethoxy}-acetic acid tert-butyl ester (2.48 g, 6.18 mmol) in MC (50 ml) and the mixture was stirred at RT for 5 h. The mixture was then concentrated i. vac., and the residue was taken up repeatedly in toluene and the mixture in each case concentrated again. The crude product was dissolved in EtOAc and the solution was extract... The reactants are O=c1c(Br)c(-c2ccccc2)oc2ccccc12, CC(C)(C)OC(=O)NC1(c2ccc(B3OC(C)(C)C(C)(C)O3)cc2)CCC1, CCO, CCOC(C)=O, [Na+], [Na+], O=C([O-])[O-], O, [Pd], c1ccc(P(c2ccccc2)c2ccccc2)cc1, c1ccc(P(c2ccccc2)c2ccccc2)cc1, Cc1ccccc1, c1ccc(P(c2ccccc2)c2ccccc2)cc1, c1ccc(P(c2ccccc2)c2ccccc2)cc1. The product is CC(C)(C)OC(=O)NC1(c2ccc(-c3c(-c4ccccc4)oc4ccccc4c3=O)cc2)CCC1. As a reaction SMILES: [Br:1][c:2]1[c:3](-[c:13]2[cH:14][cH:15][cH:16][cH:17][cH:18]2)[o:4][c:5]2[c:6]([c:7]1=[O:8])[cH:9][cH:10][cH:11][cH:12]2.[C:19]([CH3:20])([CH3:21])([CH3:22])[O:23][C:24]([NH:25][C:26]1([c:30]2[cH:31][cH:32][c:33]([B:36]3[O:37][C:38]([CH3:39])([CH3:40])[C:41]([CH3:42])([CH3:43])[O:44]3)[cH:34][cH:35]2)[CH2:27][CH2:28][CH2:29]1)=[O:45].[CH2:47]([OH:48])[CH3:49].[CH3:63][CH2:64][O:65][C:66](=[O:67])[CH3:68].[Na+:57].[Na+:58].[O-:59][C:60](=[O:61])[O-:62].[OH2:46].[Pd:69].[c:108]1([P:109]([c:110]2[cH:111][cH:112][cH:113][cH:114][cH:115]2)[c:116]2[cH:117][cH:118][cH:119][cH:120][cH:121]2)[cH:122][cH:123][cH:124][cH:125][cH:126]1.[c:127]1([P:128]([c:129]2[cH:130][cH:131][cH:132][cH:133][cH:134]2)[c:135]2[cH:136][cH:137][cH:138][cH:139][cH:140]2)[cH:141][cH:142][cH:143][cH:144][cH:145]1.[c:50]1([CH3:51])[cH:52][cH:53][cH:54][cH:55][cH:56]1.[c:70]1([P:71]([c:72]2[cH:73][cH:74][cH:75][cH:76][cH:77]2)[c:78]2[cH:79][cH:80][cH:81][cH:82][cH:83]2)[cH:84][cH:85][cH:86][cH:87][cH:88]1.[c:89]1([P:90]([c:91]2[cH:92][cH:93][cH:94][cH:95][cH:96]2)[c:97]2[cH:98][cH:99][cH:100][cH:101][cH:102]2)[cH:103][cH:104][cH:105][cH:106][cH:107]1>>[c:2]1(-[c:33]2[cH:32][cH:31][c:30]([C:26]3([NH:25][C:24]([O:23][C:19]([CH3:20])([CH3:21])[CH3:22])=[O:45])[CH2:27][CH2:28][CH2:29]3)[cH:35][cH:34]2)[c:3](-[c:13]2[cH:14][cH:15][cH:16][cH:17][cH:18]2)[o:4][c:5]2[c:6]([c:7]1=[O:8])[cH:9][cH:10][cH:11][cH:12]2. Reactants: CCO, [H][H], CC(C)c1cc(Oc2c(Cl)cc(NC(=O)C(=O)OCc3ccccc3)cc2Cl)ccc1OC(=O)CCC(C)C1CCC2C3C(O)CC4CC(O)CCC4(C)C3CC(O)C12C. The product is CC(C)c1cc(Oc2c(Cl)cc(NC(=O)C(=O)O)cc2Cl)ccc1OC(=O)CCC(C)C1CCC2C3C(O)CC4CC(O)CCC4(C)C3CC(O)C12C. Reaction SMILES: [CH3:63][CH2:64][OH:65].[H:61][H:62].[OH:1][CH:2]1[CH2:3][CH:4]2[CH2:5][CH:6]([OH:60])[CH:7]3[CH:8]4[CH2:9][CH2:10][CH:11]([CH:12]([CH2:13][CH2:14][C:15](=[O:16])[O:17][c:18]5[c:19]([CH:46]([CH3:47])[CH3:48])[cH:20][c:21]([O:24][c:25]6[c:26]([Cl:45])[cH:27][c:28]([NH:32][C:33]([C:34](=[O:35])[O:36][CH2:37][c:38]7[cH:39][cH:40][cH:41][cH:42][cH:43]7)=[O:44])[cH:29][c:30]6[Cl:31])[cH:22][cH:23]5)[CH3:49])[C:50]4([CH3:59])[CH:51]([OH:58])[CH2:52][CH:53]3[C:54]2([CH3:57])[CH2:55][CH2:56]1>>[OH:1][CH:2]1[CH2:3][CH:4]2[CH2:5][CH:6]([OH:60])[CH:7]3[CH:8]4[CH2:9][CH2:10][CH:11]([CH:12]([CH2:13][CH2:14][C:15](=[O:16])[O:17][c:18]5[c:19]([CH:46]([CH3:47])[CH3:48])[cH:20][c:21]([O:24][c:25]6[c:26]([Cl:45])[cH:27][c:28]([NH:32][C:33]([C:34](=[O:35])[OH:36])=[O:44])[cH:29][c:30]6[Cl:31])[cH:22][cH:23]5)[CH3:49])[C:50]4([CH3:59])[CH:51]([OH:58])[CH2:52][CH:53]3[C:54]2([CH3:57])[CH2:55][CH2:56]1. As a reaction SMILES: C([N:8]1[CH2:13][CH2:12][N:11]([CH2:14][CH:15]([O:18][C:19]2[CH:24]=[CH:23][C:22]([F:25])=[CH:21][CH:20]=2)[CH2:16][CH3:17])[CH2:10][CH2:9]1)C1C=CC=CC=1.ClC(OC(Cl)C)=O>ClC(Cl)C>[F:25][C:22]1[CH:21]=[CH:20][C:19]([O:18][CH:15]([CH2:16][CH3:17])[CH2:14][N:11]2[CH2:12][CH2:13][NH:8][CH2:9][CH2:10]2)=[CH:24][CH:23]=1. Conditions: time 2 hour. Product: FC1=CC=C(OC(CN2CCNCC2)CC)C=C1 (1-[2-(4-Fluorophenoxy)butyl]piperazine). Run in ClC(C)Cl (dichloroethane). The yield is 31.8%. The reactants are C(C1=CC=CC=C1)N1CCN(CC1)CC(CC)OC1=CC=C(C=C1)F (1-Benzyl-4-[2-(4-fluorophenoxy)butyl]piperazine), ClC(=O)OC(C)Cl (1-chloroethyl chloroformate). Procedure: 1-Benzyl-4-[2-(4-fluorophenoxy)butyl]piperazine 717 mg was dissolved in dichloroethane 10 ml, and 1-chloroethyl chloroformate 598 mg was added thereto, and the mixture was stirred for 2 hours under reflux with heating. After the reaction mixture was concentrated, methanol 10 ml was added thereto, and the mixture was stirred for 1 hour under reflux with heating. After the mixture was evaporated, it was partitioned by adding ether and 2N hydrochloric acid, and the aqueous layer was neutralized wit... Reactants: CCCCC[SiH]1CCC(CBr)CC1, C1CCOC1, CCOP(=O)(OCC)OCC, [Cu]I, FC(F)(F)c1ccc(-c2ccc(C3CCC(CI)CC3)cc2)cc1, [Mg]. Yields the product CCCCC[SiH]1CCC(CCC2CCC(c3ccc(-c4ccc(C(F)(F)F)cc4)cc3)CC2)CC1. RXN SMILES: [Br:1][CH2:2][CH:3]1[CH2:4][CH2:5][SiH:6]([CH2:9][CH2:10][CH2:11][CH2:12][CH3:13])[CH2:7][CH2:8]1.[CH2:52]1[O:53][CH2:54][CH2:55][CH2:56]1.[CH3:15][CH2:16][O:17][P:18]([O:19][CH2:20][CH3:21])([O:22][CH2:23][CH3:24])=[O:25].[Cu:50][I:51].[I:26][CH2:27][CH:28]1[CH2:29][CH2:30][CH:31]([c:34]2[cH:35][cH:36][c:37](-[c:40]3[cH:41][cH:42][c:43]([C:46]([F:47])([F:48])[F:49])[cH:44][cH:45]3)[cH:38][cH:39]2)[CH2:32][CH2:33]1.[Mg:14]>>[CH2:2]([CH:3]1[CH2:4][CH2:5][SiH:6]([CH2:9][CH2:10][CH2:11][CH2:12][CH3:13])[CH2:7][CH2:8]1)[CH2:27][CH:28]1[CH2:29][CH2:30][CH:31]([c:34]2[cH:35][cH:36][c:37](-[c:40]3[cH:41][cH:42][c:43]([C:46]([F:47])([F:48])[F:49])[cH:44][cH:45]3)[cH:38][cH:39]2)[CH2:32][CH2:33]1.